From a dataset of the Open Reaction Database (ORD), a public repository of structured organic reaction records. describe an organic reaction: reactants, conditions, products, and yield Starting materials: BrC=1C(=NC=C(N1)C(F)(F)F)N[C@@H]1[C@H](CCC1)NC(OC(C)(C)C)=O (tert-butyl N-[(1S,2S)-2-{[3-bromo-5-(trifluoromethyl)pyrazin-2-yl]amino}cyclopentyl]carbamate), CB(O)O (methylboronic acid), C([O-])([O-])=O.[K+].[K+] (potassium carbonate). Reagents/catalysts: C=1C=CC(=CC1)[P](C=2C=CC=CC2)(C=3C=CC=CC3)[Pd]([P](C=4C=CC=CC4)(C=5C=CC=CC5)C=6C=CC=CC6)([P](C=7C=CC=CC7)(C=8C=CC=CC8)C=9C=CC=CC9)[P](C=1C=CC=CC1)(C=1C=CC=CC1)C=1C=CC=CC1 (tetrakis(triphenylphosphine)palladium). The solvent is O1CCOCC1 (1,4-dioxane). Product: CC=1C(=NC=C(N1)C(F)(F)F)N[C@@H]1[C@H](CCC1)NC(OC(C)(C)C)=O (tert-Butyl N-[(1S,2S)-2-{[3-methyl-5-(trifluoromethyl)pyrazin-2-yl]amino}cyclopentyl]carbamate). RXN SMILES: Br[C:2]1[C:3]([NH:12][C@H:13]2[CH2:17][CH2:16][CH2:15][C@@H:14]2[NH:18][C:19](=[O:25])[O:20][C:21]([CH3:24])([CH3:23])[CH3:22])=[N:4][CH:5]=[C:6]([C:8]([F:11])([F:10])[F:9])[N:7]=1.[CH3:26]B(O)O.C(=O)([O-])[O-].[K+].[K+]>O1CCOCC1.C1C=CC([P]([Pd]([P](C2C=CC=CC=2)(C2C=CC=CC=2)C2C=CC=CC=2)([P](C2C=CC=CC=2)(C2C=CC=CC=2)C2C=CC=CC=2)[P](C2C=CC=CC=2)(C2C=CC=CC=2)C2C=CC=CC=2)(C2C=CC=CC=2)C2C=CC=CC=2)=CC=1>[CH3:26][C:2]1[C:3]([NH:12][C@H:13]2[CH2:17][CH2:16][CH2:15][C@@H:14]2[NH:18][C:19](=[O:25])[O:20][C:21]([CH3:24])([CH3:23])[CH3:22])=[N:4][CH:5]=[C:6]([C:8]([F:11])([F:10])[F:9])[N:7]=1 |f:2.3.4,^1:45,47,66,85|. Procedure: A mixture of tert-butyl N-[(1S,2S)-2-{[3-bromo-5-(trifluoromethyl)pyrazin-2-yl]amino}cyclopentyl]carbamate (800 mg, 1.88 mmol), methylboronic acid (CAS number 13061-96-6; 338 mg, 5.64 mmol), tetrakis(triphenylphosphine)palladium (217 mg, 0.19 mmol) and, 2 M potassium carbonate (aq, 3.8 ml, 7.53 mmol) in 1,4-dioxane (6.3 ml) was sealed, evacuated and purged with nitrogen and then subjected to microwave irradiation at 120° C. for 2 hours. The reaction mixture was then diluted with ethyl acetate (4... Reactants: C(C)(=O)O (acetic acid), [BH-](OC(=O)C)(OC(=O)C)OC(=O)C.[Na+] (NaBH(OAc)3), IC=1C=C2C(=CNC2=CC1)[C@@H]1[C@H](CCC1)C=O ((1S,2S)-2-(5-iodo-1H-indol-3-yl)-cyclo-pentanecarbaldehyde), CNC (dimethylamine), solution. Run in CO (methanol), C1CCOC1 (THF). Run at time 15 minute. Product: IC=1C=C2C(=CNC2=CC1)[C@H]1[C@@H](CCC1)CN(C)C (trans [2-(5-iodo-1H-indol-3-yl)-cyclopentylmethyl]-dimethylamine). Isolated yield 100.0%. Reaction SMILES: [I:1][C:2]1[CH:3]=[C:4]2[C:8](=[CH:9][CH:10]=1)[NH:7][CH:6]=[C:5]2[C@H:11]1[CH2:15][CH2:14][CH2:13][C@@H:12]1[CH:16]=O.[CH3:18][NH:19][CH3:20].C(O)(=O)C.[BH-](OC(C)=O)(OC(C)=O)OC(C)=O.[Na+]>CO.C1COCC1>[I:1][C:2]1[CH:3]=[C:4]2[C:8](=[CH:9][CH:10]=1)[NH:7][CH:6]=[C:5]2[C@@H:11]1[CH2:15][CH2:14][CH2:13][C@H:12]1[CH2:16][N:19]([CH3:20])[CH3:18] |f:3.4|. Reported procedure: To a room temperature solution of (1S,2S)-2-(5-iodo-1H-indol-3-yl)-cyclo-pentanecarbaldehyde (17.5 g, 51.6 mMol) in 200 mL of methanol was added with stirring dimethylamine (64 mL of a 2.0 M solution in THF, 128 mMol) followed by acetic acid (0.5 mL). After 15 min, NaBH(OAc)3 (12 g, 57 mMol) was added slowly. The resulting mixture was stirred 18 h and was then concentrated under vacuum. The residue was partitioned between ethyl acetate (400 mL) and aqueous NaHCO3 (300 mL). The organic layer was ... The reactants are FC(S(=O)(=O)OCC(F)F)(F)F (2,2-difluoroethyl trifluoromethanesulfonate), C1(=CC=CC=C1)S(=O)(=O)N1C2=C(C3=C1C=NC(=C3OC3CCNCC3)C#N)C=C(C=N2)Br (9-benzenesulfonyl-3-bromo-5-(piperidin-4-yloxy)-9H-dipyrido[2,3-b;4′,3′-d]pyrrole-6-carbonitrile), CCN(C(C)C)C(C)C (DIPEA). Solvent: C1CCOC1 (THF), C1CCOC1 (THF). Conditions: temperature 65 celsius. Product: C1(=CC=CC=C1)S(=O)(=O)N1C2=C(C3=C1C=NC(=C3OC3CCN(CC3)CC(F)F)C#N)C=C(C=N2)Br (9-Benzenesulfonyl-3-bromo-5-[1-(2,2-difluoroethyl)-piperidin-4-yloxy]-9H-dipyrido[2,3-b;4′,3′-d]pyrrole-6-carbonitrile). The yield is 95.6%. As a reaction SMILES: [C:1]1([S:7]([N:10]2[C:14]3[CH:15]=[N:16][C:17]([C:26]#[N:27])=[C:18]([O:19][CH:20]4[CH2:25][CH2:24][NH:23][CH2:22][CH2:21]4)[C:13]=3[C:12]3[CH:28]=[C:29]([Br:32])[CH:30]=[N:31][C:11]2=3)(=[O:9])=[O:8])[CH:6]=[CH:5][CH:4]=[CH:3][CH:2]=1.FC(F)(F)S(O[CH2:39][CH:40]([F:42])[F:41])(=O)=O.CCN(C(C)C)C(C)C>C1COCC1>[C:1]1([S:7]([N:10]2[C:14]3[CH:15]=[N:16][C:17]([C:26]#[N:27])=[C:18]([O:19][CH:20]4[CH2:25][CH2:24][N:23]([CH2:39][CH:40]([F:42])[F:41])[CH2:22][CH2:21]4)[C:13]=3[C:12]3[CH:28]=[C:29]([Br:32])[CH:30]=[N:31][C:11]2=3)(=[O:8])=[O:9])[CH:2]=[CH:3][CH:4]=[CH:5][CH:6]=1. Reported procedure: To a suspension of 9-benzenesulfonyl-3-bromo-5-(piperidin-4-yloxy)-9H-dipyrido[2,3-b;4′,3′-d]pyrrole-6-carbonitrile (450 mg, 0.88 mmol) in THF (8 mL) was added 2,2-difluoroethyl trifluoromethanesulfonate (282 mg, 1.32 mmol) in THF (1 mL), followed by DIPEA (250 μL). The resultant reaction mixture was heated at 65° C. for 7 hours, then concentrated in-vacuo. The residue was triturated with ethyl acetate to afford the title compound as a pale yellow solid (485 mg, 96%). 1H NMR (300 MHz, DMSO-d6): ... Reactants: COc1ccc(N2CC(C)N(C(=O)OC(C)(C)C)C(C)C2)nc1NS(=O)(=O)c1ccc(Br)cc1Cl, Cc1csc(B(O)O)c1, COCCOC, CCOC(C)=O, [Cl-], ClCCl, [Na+], [Na+], O=C([O-])[O-], O. Yields the product COc1ccc(N2CC(C)N(C(=O)OC(C)(C)C)C(C)C2)nc1NS(=O)(=O)c1ccc(-c2cc(C)cs2)cc1Cl. As a reaction SMILES: [Br:1][c:2]1[cH:3][c:4]([Cl:35])[c:5]([S:8](=[O:9])(=[O:10])[NH:11][c:12]2[c:13]([O:33][CH3:34])[cH:14][cH:15][c:16]([N:18]3[CH2:19][CH:20]([CH3:32])[N:21]([C:25](=[O:26])[O:27][C:28]([CH3:29])([CH3:30])[CH3:31])[CH:22]([CH3:24])[CH2:23]3)[n:17]2)[cH:6][cH:7]1.[CH3:36][c:37]1[cH:38][c:39]([B:42]([OH:43])[OH:44])[s:40][cH:41]1.[CH3:55][O:56][CH2:57][CH2:58][O:59][CH3:60].[CH3:61][CH2:62][O:63][C:64](=[O:65])[CH3:66].[Cl-:45].[Cl:46][CH2:47][Cl:48].[Na+:49].[Na+:50].[O-:51][C:52](=[O:53])[O-:54].[OH2:67]>>[c:2]1(-[c:39]2[cH:38][c:37]([CH3:36])[cH:41][s:40]2)[cH:3][c:4]([Cl:35])[c:5]([S:8](=[O:9])(=[O:10])[NH:11][c:12]2[c:13]([O:33][CH3:34])[cH:14][cH:15][c:16]([N:18]3[CH2:19][CH:20]([CH3:32])[N:21]([C:25](=[O:26])[O:27][C:28]([CH3:29])([CH3:30])[CH3:31])[CH:22]([CH3:24])[CH2:23]3)[n:17]2)[cH:6][cH:7]1. Run in O (water). Conditions: time 4 hour. Yields the product COC(COC1=C2C(=C(C(=NC2=C(C=C1)Cl)OC(C)C)CC1=CC=C(C=C1)F)C)=O ([8-chloro-3-(4-fluorobenzyl)-2-isopropoxy-4-methylquinolin-5-yloxy]acetic Acid Methyl Ester). The reactants are COC(COC1=C2C(=C(C(NC2=C(C=C1)Cl)=O)CC1=CC=C(C=C1)F)C)=O ([8-chloro-3-(4-fluorobenzyl)-4-methyl-2-oxo-1,2-dihydroquinolin-5-yloxy]acetic acid methyl ester), CN(C=O)C (N,N-dimethylformamide), C([O-])([O-])=O.[K+].[K+] (potassium carbonate), IC(C)C (2-iodopropane). Procedure: A mixture of [8-chloro-3-(4-fluorobenzyl)-4-methyl-2-oxo-1,2-dihydroquinolin-5-yloxy]acetic acid methyl ester (0.020 g), N,N-dimethylformamide (1.0 mL), potassium carbonate (0.020 g) and 2-iodopropane (0.050 g) was stirred at room temperature for 4 hour. The mixture was diluted with water (20 mL), extracted with ethyl acetate and the combined extracts washed with water and saturated aqueous sodium chloride solution and then dried over magnesium sulfate. The solvent removed under reduced pressure... Reaction SMILES: [CH3:1][O:2][C:3](=[O:27])[CH2:4][O:5][C:6]1[CH:15]=[CH:14][C:13]([Cl:16])=[C:12]2[C:7]=1[C:8]([CH3:26])=[C:9]([CH2:18][C:19]1[CH:24]=[CH:23][C:22]([F:25])=[CH:21][CH:20]=1)[C:10](=[O:17])[NH:11]2.CN(C)C=O.C(=O)([O-])[O-].[K+].[K+].I[CH:40]([CH3:42])[CH3:41]>O>[CH3:1][O:2][C:3](=[O:27])[CH2:4][O:5][C:6]1[CH:15]=[CH:14][C:13]([Cl:16])=[C:12]2[C:7]=1[C:8]([CH3:26])=[C:9]([CH2:18][C:19]1[CH:20]=[CH:21][C:22]([F:25])=[CH:23][CH:24]=1)[C:10]([O:17][CH:40]([CH3:42])[CH3:41])=[N:11]2 |f:2.3.4|. Reactants: FC1=C(COC2=NC=C(C(=O)O)C=C2)C=CC=C1 (6-(2-fluorobenzyloxy)nicotinic acid), [H-].[Al+3].[Li+].[H-].[H-].[H-] (lithium aluminium hydride), C(C)(=O)OCC (ethyl acetate), C(=O)([O-])C(O)C(O)C(=O)[O-].[Na+].[K+] (potassium sodium tartrate). Solvent: C1CCOC1 (THF). Reaction conditions: time 2 hour. The product is FC1=C(COC2=NC=C(C=C2)CO)C=CC=C1 (2-(2-Fluorobenzyloxy)-5-pyridylmethanol). Isolated yield 75.0%. As a reaction SMILES: [F:1][C:2]1[CH:18]=[CH:17][CH:16]=[CH:15][C:3]=1[CH2:4][O:5][C:6]1[CH:14]=[CH:13][C:9]([C:10](O)=[O:11])=[CH:8][N:7]=1.[H-].[Al+3].[Li+].[H-].[H-].[H-].C(C(C(C([O-])=O)O)O)([O-])=O.[Na+].[K+].C(OCC)(=O)C>C1COCC1>[F:1][C:2]1[CH:18]=[CH:17][CH:16]=[CH:15][C:3]=1[CH2:4][O:5][C:6]1[CH:14]=[CH:13][C:9]([CH2:10][OH:11])=[CH:8][N:7]=1 |f:1.2.3.4.5.6,7.8.9|. Procedure details: to a stirred solution of 6-(2-fluorobenzyloxy)nicotinic acid (0.89 g) in THF (10 ml) at 0° C. under Ar was added dropwise a solution of lithium aluminium hydride (1.0 M, 5.5 ml). The mixture was warmed to room temperature and stirred for 2 h. Saturated potassium sodium tartrate solution (1 ml) was added to the mixture followed by ethyl acetate (10 ml). The mixture was stirred for 30 min, filtered and concentrated in vacuo to give the product as a clear oil (0.63 g) which was used without further... Starting materials: CCCCOc1c(N)c(=O)c1=O, Nc1cccc(-c2ccncc2)n1, O, c1ccncc1. The product is Nc1c(Nc2cccc(-c3ccncc3)n2)c(=O)c1=O. Reaction SMILES: [NH2:14][c:15]1[c:16](=[O:25])[c:17](=[O:24])[c:18]1[O:19][CH2:20][CH2:21][CH2:22][CH3:23].[NH2:1][c:2]1[n:3][c:4](-[c:8]2[cH:9][cH:10][n:11][cH:12][cH:13]2)[cH:5][cH:6][cH:7]1.[OH2:26].[cH:27]1[cH:28][cH:29][n:30][cH:31][cH:32]1>>[NH:1]([c:2]1[n:3][c:4](-[c:8]2[cH:9][cH:10][n:11][cH:12][cH:13]2)[cH:5][cH:6][cH:7]1)[c:18]1[c:15]([NH2:14])[c:16](=[O:25])[c:17]1=[O:24]. The reactants are Cl.ClC1=C(N)C=C(C=C1)OC (2-chloro-5-methoxyaniline-HCl), C(C)#N (acetonitrile), C1CCC2=NCCCN2CC1 (DBU), solution A, ClC=1C(=NC2=CC=CC=C2N1)NS(=O)(=O)C1=CC(=CC=C1)[N+](=O)[O-] (N-(3-chloroquinoxalin-2-yl)-3-nitrobenzenesulfonamide), C(C)#N (acetonitrile), solution A, C(C)#N (acetonitrile). The solvent is CO (methanol). Conditions: temperature 20 celsius. Yields the product ClC1=C(C=C(C=C1)OC)NC=1C(=NC2=CC=CC=C2N1)NS(=O)(=O)C1=CC(=CC=C1)[N+](=O)[O-] (N-(3-((2-chloro-5-methoxyphenyl)amino)quinoxalin-2-yl)-3-nitrobenzenesulfonamide). As a reaction SMILES: Cl.[Cl:2][C:3]1[CH:9]=[CH:8][C:7]([O:10][CH3:11])=[CH:6][C:4]=1[NH2:5].C(#N)C.C1CCN2C(=NCCC2)CC1.Cl[C:27]1[C:28]([NH:37][S:38]([C:41]2[CH:46]=[CH:45][CH:44]=[C:43]([N+:47]([O-:49])=[O:48])[CH:42]=2)(=[O:40])=[O:39])=[N:29][C:30]2[C:35]([N:36]=1)=[CH:34][CH:33]=[CH:32][CH:31]=2>CO>[Cl:2][C:3]1[CH:9]=[CH:8][C:7]([O:10][CH3:11])=[CH:6][C:4]=1[NH:5][C:27]1[C:28]([NH:37][S:38]([C:41]2[CH:46]=[CH:45][CH:44]=[C:43]([N+:47]([O-:49])=[O:48])[CH:42]=2)(=[O:39])=[O:40])=[N:29][C:30]2[C:35]([N:36]=1)=[CH:34][CH:33]=[CH:32][CH:31]=2 |f:0.1|. Procedure: Prepare a solution with 0.585 kg of 2-chloro-5-methoxyaniline-HCl, 3.5 volumes of acetonitrile and 0.46 kg of DBU. (solution A) Mix 1 kg of N-(3-chloroquinoxalin-2-yl)-3-nitrobenzenesulfonamide and 5.5 volumes of acetonitrile. Heat to reflux. Add solution A and 1 volume of acetonitrile onto the reaction mixture. After completion of the reaction at reflux, cool down at 20° C., dilute with 10 volumes of methanol and filter. Wash the cake 3 times with 5 volumes of methanol and dry it under vacuum.